This data is from the Open Reaction Database (ORD), a public repository of structured organic reaction records. The task is: describe an organic reaction: reactants, conditions, products, and yield The reactants are N(=O)OC(C)(C)C (tertiary butyl nitrite), CN(C=O)C (dimethylformamide), NC=1SC(=CN1)CC=1C=C2CCC(CC2=CC1)C(=O)OCC (ethyl 6-(2-amino-5-thiazolylmethyl)-1,2,3,4-tetrahydro-2-naphthalenecarboxylate). Solvent: C(C)(=O)OCC (ethyl acetate). Reaction conditions: temperature 50 celsius, time 1 hour. Yields the product S1C=NC=C1CC=1C=C2CCC(CC2=CC1)C(=O)OCC (ethyl 6-(5-thiazolylmethyl)-1,2,3,4-tetrahydro-2-naphthalenecarboxylate). The yield is 75.6%. Reaction SMILES: N(OC(C)(C)C)=O.CN(C)C=O.N[C:14]1[S:15][C:16]([CH2:19][C:20]2[CH:21]=[C:22]3[C:27](=[CH:28][CH:29]=2)[CH2:26][CH:25]([C:30]([O:32][CH2:33][CH3:34])=[O:31])[CH2:24][CH2:23]3)=[CH:17][N:18]=1>C(OCC)(=O)C>[S:15]1[C:16]([CH2:19][C:20]2[CH:21]=[C:22]3[C:27](=[CH:28][CH:29]=2)[CH2:26][CH:25]([C:30]([O:32][CH2:33][CH3:34])=[O:31])[CH2:24][CH2:23]3)=[CH:17][N:18]=[CH:14]1. Procedure: A mixture of 0.49 g of tertiary butyl nitrite and 5 ml of dimethylformamide was heated at 50° C. and then 1.0 g of ethyl 6-(2-amino-5-thiazolylmethyl)-1,2,3,4-tetrahydro-2-naphthalenecarboxylate was added portionwise thereto. The resulting mixture was stirred at 60° C. for 1 hour. After cooling, ethyl acetate was added to the reaction mixture and the mixture was washed with water and dried and then concentrated in vacuo. The residue was purified by silica gel column chromatography using a mixtur... The reactants are C(C1=CC=CC=C1)OC1=C(C=C(C(=C1)OCC1=CC=CC=C1)C1=CC(=CC=C1)C(F)(F)F)C1=NN=NN1CCCOC (5-(4,6-bis-benzyloxy-3′-trifluoromethyl-biphenyl-3-yl)-1-(3-methoxy-propyl)-1H-tetrazole), [H][H] (hydrogen). The reagents and catalysts are [Pd] (Pd/C). The solvent is CO (methanol), CO (MeOH). Run at time 8 hour. Product: COCCCN1N=NN=C1C1=C(C=C(C(=C1)C1=CC(=CC=C1)C(F)(F)F)O)O (5-[1-(3-methoxy-propyl)-1H-tetrazol-5-yl]-3′-trifluoromethyl-biphenyl-2,4-diol). Isolated yield 79.2%. RXN SMILES: C([O:8][C:9]1[CH:14]=[C:13]([O:15]CC2C=CC=CC=2)[C:12]([C:23]2[CH:28]=[CH:27][CH:26]=[C:25]([C:29]([F:32])([F:31])[F:30])[CH:24]=2)=[CH:11][C:10]=1[C:33]1[N:37]([CH2:38][CH2:39][CH2:40][O:41][CH3:42])[N:36]=[N:35][N:34]=1)C1C=CC=CC=1.[H][H]>CO.[Pd]>[CH3:42][O:41][CH2:40][CH2:39][CH2:38][N:37]1[C:33]([C:10]2[CH:11]=[C:12]([C:23]3[CH:28]=[CH:27][CH:26]=[C:25]([C:29]([F:32])([F:31])[F:30])[CH:24]=3)[C:13]([OH:15])=[CH:14][C:9]=2[OH:8])=[N:34][N:35]=[N:36]1. Reported procedure: 5% Pd/C was wetted carefully with MeOH under N2, then 5-(4,6-bis-benzyloxy-3′-trifluoromethyl-biphenyl-3-yl)-1-(3-methoxy-propyl)-1H-tetrazole (90 mg, 0.16 mmol) solution in methanol was added. The reaction system was vacuumed and filled with hydrogen three times. The reaction was stirred under hydrogen at r.t. overnight. After filtering the catalyst over celite, the filtrate was concentrated to give 5-[1-(3-methoxy-propyl)-1H-tetrazol-5-yl]-3′-trifluoromethyl-biphenyl-2,4-diol (50 mg, 82%). M.p... The reactants are ClC1=NC(=C2N=CN(C2=N1)C1C(C(C(C1)N1N=NC(=C1)CC)O)O)NCC(C1=CC=CC=C1)C1=CC=CC=C1 (3-[2-chloro-6-(2,2-diphenyl-ethylamino)-purin-9-yl]-5-(4-ethyl-[1,2,3]triazol-1-yl)-cyclopentane-1,2-diol), FC(C(=O)O)(F)F.C1(=CC=CC=C1)C(CNC1=C2N=CN(C2=NC(=N1)NCCN1CCCCC1)[C@H]1[C@@H]([C@@H]([C@H](C1)N1N=CC(=C1)CO)O)O)C1=CC=CC=C1 ((1R,2S,3R,5S)-3-[6-(2,2-diphenyl-ethylamino)-2-(2-piperidin-1-yl-ethylamino)-purin-9-yl]-5-(4-hydroxymethyl-pyrazol-1-yl)-cyclopentane-1,2-diol trifluoroacetate), C(C)N1C=NC(=C1)CCN (2-(1-ethyl-1H-imidazol-4-yl)-ethylamine). Yields the product FC(C(=O)O)(F)F.C1(=CC=CC=C1)C(CNC1=C2N=CN(C2=NC(=N1)NCCC=1N=CN(C1)CC)[C@H]1[C@@H]([C@@H]([C@H](C1)N1N=CC(=N1)CC)O)O)C1=CC=CC=C1 ((1R,2S,3R,5S)-3-{6-(2,2-Diphenyl-ethylamino)-2-[2-(1-ethyl-1H-imidazol-4-yl)-ethylamino]-purin-9-yl}-5-(4-ethyl-[1,2,3]triazol-2-yl)-cyclopentane-1,2-diol trifluoroacetate). As a reaction SMILES: Cl[C:2]1N=C2C(N=CN2C2CC(N3C=C(CC)N=N3)C(O)C2O)=C(NCC(C2C=CC=CC=2)C2C=CC=CC=2)[N:3]=1.[F:40][C:41]([F:46])([F:45])[C:42]([OH:44])=[O:43].[C:47]1([CH:53]([C:88]2[CH:93]=[CH:92][CH:91]=[CH:90][CH:89]=2)[CH2:54][NH:55][C:56]2[N:64]=[C:63]([NH:65]CCN3CCCCC3)[N:62]=[C:61]3[C:57]=2[N:58]=[CH:59][N:60]3[C@@H:74]2[CH2:78][C@H:77]([N:79]3[CH:83]=[C:82](CO)[CH:81]=[N:80]3)[C@@H:76]([OH:86])[C@H:75]2[OH:87])[CH:52]=[CH:51][CH:50]=[CH:49][CH:48]=1.[CH2:94]([N:96]1[CH:100]=[C:99]([CH2:101][CH2:102]N)[N:98]=[CH:97]1)[CH3:95]>>[F:40][C:41]([F:46])([F:45])[C:42]([OH:44])=[O:43].[C:88]1([CH:53]([C:47]2[CH:52]=[CH:51][CH:50]=[CH:49][CH:48]=2)[CH2:54][NH:55][C:56]2[N:64]=[C:63]([NH:65][CH2:102][CH2:101][C:99]3[N:98]=[CH:97][N:96]([CH2:94][CH3:95])[CH:100]=3)[N:62]=[C:61]3[C:57]=2[N:58]=[CH:59][N:60]3[C@@H:74]2[CH2:78][C@H:77]([N:79]3[N:80]=[C:81]([CH2:82][CH3:83])[CH:2]=[N:3]3)[C@@H:76]([OH:86])[C@H:75]2[OH:87])[CH:93]=[CH:92][CH:91]=[CH:90][CH:89]=1 |f:1.2,4.5|. Procedure details: This compound is prepared from 3-[2-chloro-6-(2,2-diphenyl-ethylamino)-purin-9-yl]-5-(4-ethyl-[1,2,3]triazol-1-yl)-cyclopentane-1,2-diol (Intermediate BA9) using a procedure analogous to that of (1R,2S,3R,5S)-3-[6-(2,2-diphenyl-ethylamino)-2-(2-piperidin-1-yl-ethylamino)-purin-9-yl]-5-(4-hydroxymethyl-pyrazol-1-yl)-cyclopentane-1,2-diol trifluoroacetate (Example 461 by replacing 1-(2-amino-ethyl)piperidine with 2-(1-ethyl-1H-imidazol-4-yl)-ethylamine (intermediate CD). MS (ES+) m/e 648.42 (MH+). Reactants: COC=1C=C2CCC(C2=CC1)=O (5-methoxyindanone), formula 20, BrN1C(CCC1=O)=O (N-bromosuccinimide), N(=NC(C#N)(C)C)C(C#N)(C)C (2,2′-azobisisobutyronitrile), ( 375W ). The solvent is C(Cl)(Cl)(Cl)Cl (CCl4). The product is BrC1=CC(C2=CC=CC=C12)=O (3-bromoindenone), formula 21. RXN SMILES: CO[C:3]1[CH:4]=[C:5]2[C:9](=[CH:10][CH:11]=1)[C:8](=[O:12])[CH2:7][CH2:6]2.[Br:13]N1C(=O)CCC1=O.N(C(C)(C)C#N)=NC(C)(C)C#N>C(Cl)(Cl)(Cl)Cl>[Br:13][C:6]1[C:5]2[C:9](=[CH:10][CH:11]=[CH:3][CH:4]=2)[C:8](=[O:12])[CH:7]=1. Reported procedure: 5-methoxyindanone of formula 20 is dissolved in CCl4, N-bromosuccinimide (2 to 2.2 eq) and 2,2′-azobisisobutyronitrile (0.2 to 0.3 eq) are added thereto. The resulting mixture is further irradiated by a tungsten lamp (375W) for 3 to 5 h with stirring, to obtain the 3-bromoindenone of formula 21. The reactants are NC1=C(C(=NC2=CC=CC(=C12)OCC(C)(C)N)C)C(=O)OCC (ethyl 4-amino-5-(2-amino-2-methylpropoxy)-2-methylquinoline-3-carboxylate), O1CCC(CC1)CC(=O)O (2-(tetrahydro-2H-pyran-4-yl)acetic acid). The product is NC1=C(C(=NC2=CC=CC(=C12)OCC(C)(NC(CC1CCOCC1)=O)C)C)C(=O)OCC (ethyl 4-amino-2-methyl-5-(2-methyl-2-(2-(tetrahydro-2H-pyran-4-yl)acetamido)propoxy)quinoline-3-carboxylate). RXN SMILES: [NH2:1][C:2]1[C:11]2[C:6](=[CH:7][CH:8]=[CH:9][C:10]=2[O:12][CH2:13][C:14]([NH2:17])([CH3:16])[CH3:15])[N:5]=[C:4]([CH3:18])[C:3]=1[C:19]([O:21][CH2:22][CH3:23])=[O:20].[O:24]1[CH2:29][CH2:28][CH:27]([CH2:30][C:31](O)=[O:32])[CH2:26][CH2:25]1>>[NH2:1][C:2]1[C:11]2[C:6](=[CH:7][CH:8]=[CH:9][C:10]=2[O:12][CH2:13][C:14]([CH3:16])([NH:17][C:31](=[O:32])[CH2:30][CH:27]2[CH2:28][CH2:29][O:24][CH2:25][CH2:26]2)[CH3:15])[N:5]=[C:4]([CH3:18])[C:3]=1[C:19]([O:21][CH2:22][CH3:23])=[O:20]. Procedure details: Prepared as in Example 24a from ethyl 4-amino-5-(2-amino-2-methylpropoxy)-2-methylquinoline-3-carboxylate (Example 24b) and 2-(tetrahydro-2H-pyran-4-yl)acetic acid as a yellow solid (37%). 1H NMR (400 MHz, DMSO-d6) δ 1.05-1.08 (m, 2H), 1.30-1.38 (m, 11H), 1.79 (m, 1H), 1.97 (d, J=4.0 Hz, 2H), 2.56 (s, 3H), 3.07 (t, J=8.0 Hz, 2H), 3.61 (d, J=8.0 Hz. 2H), 4.28-4.34 (m, 4H), 6.87 (d, J=8.0 Hz, 1H), 7.23 (d, J=8.0 Hz, 1H), 7.49 (t, J=8.0 Hz, 1H), 7.73 (s, 1H), 8.21 (s, 2H). MS 444 (MH+). RXN SMILES: [NH2:1][C:2]1[N:6]([C:7]2[C:12]([Cl:13])=[CH:11][C:10]([C:14]([F:17])([F:16])[F:15])=[CH:9][C:8]=2[Cl:18])[N:5]=[C:4]([C:19]#[N:20])[C:3]=1[S:21][C:22]([F:25])([F:24])[F:23].OO.[OH:28]S(O)(=O)=O>C(Cl)CCl.O>[CH:11]1[C:10]([C:14]([F:15])([F:16])[F:17])=[CH:9][C:8]([Cl:18])=[C:7]([N:6]2[N:5]=[C:4]([C:19]#[N:20])[C:3]([S+:21]([O-:28])[C:22]([F:25])([F:24])[F:23])=[C:2]2[NH2:1])[C:12]=1[Cl:13]. Procedure: 1.5 liter of ethylene dichloride & 421.0 gms of 5-amino-3-cyano-1-(2,6-dichloro-4-trifluromethylphenyl)-4-trifluromethylthio pyrazole was charged in a reactor flask with overhead stirring & condenser system. This mass was then cooled to 12-15° C. and 68.0 gms of H2O2 (50.0% w/w) & 500.0 gms of H2SO4 (90.0% w/w) were simultaneously added over a period of 3.0 to 4.0 hours. The reaction temperature was then raised to 28-30° C. & maintained for about 2.0 hours. The reaction mass obtained thereafter ... Reaction conditions: temperature 13.5 celsius. Yields the product C=1C(=CC(=C(C1Cl)N2C(=C(C(=N2)C#N)[S+](C(F)(F)F)[O-])N)Cl)C(F)(F)F (fipronil). Reactants: OO (H2O2), OS(=O)(=O)O (H2SO4), NC1=C(C(=NN1C1=C(C=C(C=C1Cl)C(F)(F)F)Cl)C#N)SC(F)(F)F (5-amino-3-cyano-1-(2,6-dichloro-4-trifluromethylphenyl)-4-trifluromethylthio pyrazole). The yield is 74.4%. Solvent: C(CCl)Cl (ethylene dichloride), O (water), C(CCl)Cl (ethylene dichloride). Reactants: CO, C=CC1CNCCC1CCc1c[nH]c2ccccc12, Cl, O=[Pt]. Product: CCC1CNCCC1CCc1c[nH]c2ccccc12. As a reaction SMILES: [CH3:21][OH:22].[CH:1](=[CH2:2])[CH:3]1[CH2:4][NH:5][CH2:6][CH2:7][CH:8]1[CH2:9][CH2:10][c:11]1[cH:12][nH:13][c:14]2[cH:15][cH:16][cH:17][cH:18][c:19]12.[ClH:20].[Pt:23]=[O:24]>>[CH2:1]([CH3:2])[CH:3]1[CH2:4][NH:5][CH2:6][CH2:7][CH:8]1[CH2:9][CH2:10][c:11]1[cH:12][nH:13][c:14]2[cH:15][cH:16][cH:17][cH:18][c:19]12.